This data is from the Open Reaction Database (ORD), a public repository of structured organic reaction records. The task is: describe an organic reaction: reactants, conditions, products, and yield As a reaction SMILES: [Br:23].[Br:24].[CH:19]([Cl:20])([Cl:21])[Cl:22].[CH:1](=[CH2:2])[c:3]1[cH:4][c:5]2[cH:6][cH:7][c:8]([CH:13]([C:14](=[O:15])[O:16][CH3:17])[CH3:18])[cH:9][c:10]2[cH:11][cH:12]1.[CH:28]([Cl:29])([Cl:30])[Cl:31].[NH2-:27].[NH3:25].[Na:26]>>[C:1](#[CH:2])[c:3]1[cH:4][c:5]2[cH:6][cH:7][c:8]([CH:13]([C:14](=[O:15])[O:16][CH3:17])[CH3:18])[cH:9][c:10]2[cH:11][cH:12]1. The reactants are Br, Br, ClC(Cl)Cl, C=Cc1ccc2cc(C(C)C(=O)OC)ccc2c1, ClC(Cl)Cl, [NH2-], N, [Na]. Yields the product C#Cc1ccc2cc(C(C)C(=O)OC)ccc2c1. Starting materials: CNc1c2c(nc3ccccc13)CCCC2=O, [Na+], [OH-], O=[N+]([O-])O, O=S(=O)(O)O. Yields the product CNc1c2c(nc3ccc([N+](=O)[O-])cc13)CCCC2=O. Reaction SMILES: [CH3:1][NH:2][c:3]1[c:4]2[cH:5][cH:6][cH:7][cH:8][c:9]2[n:10][c:11]2[c:16]1[C:15](=[O:17])[CH2:14][CH2:13][CH2:12]2.[Na+:23].[OH-:22].[OH:18][N+:19]([O-:20])=[O:21].[S:24](=[O:25])(=[O:26])([OH:27])[OH:28]>>[CH3:1][NH:2][c:3]1[c:4]2[cH:5][c:6]([N+:19](=[O:18])[O-:20])[cH:7][cH:8][c:9]2[n:10][c:11]2[c:16]1[C:15](=[O:17])[CH2:14][CH2:13][CH2:12]2. Reactants: CCOC(=O)C=C(C)Cl, CC(C)(C)[O-], Oc1ccc(Cl)cc1Cl, [K+], C1CCOC1. Yields the product CCOC(=O)C=C(C)Oc1ccc(Cl)cc1Cl. As a reaction SMILES: [CH2:16]([CH3:17])[O:18][C:19]([CH:20]=[C:21]([CH3:22])[Cl:23])=[O:24].[CH3:1][C:2]([CH3:3])([O-:4])[CH3:5].[Cl:7][c:8]1[c:9]([OH:15])[cH:10][cH:11][c:12]([Cl:14])[cH:13]1.[K+:6].[O:25]1[CH2:26][CH2:27][CH2:28][CH2:29]1>>[Cl:7][c:8]1[c:9]([O:15][C:21](=[CH:20][C:19]([O:18][CH2:16][CH3:17])=[O:24])[CH3:22])[cH:10][cH:11][c:12]([Cl:14])[cH:13]1.